This data is from the Open Reaction Database (ORD), a public repository of structured organic reaction records. The task is: describe an organic reaction: reactants, conditions, products, and yield Starting materials: C(C)OC(CC(=O)C1=CC(=CC=C1)F)=O (3-(3-fluoro-phenyl)-3-oxo-propionic acid ethyl ester), C(C)(=O)O (acetic acid), N(=O)[O-].[Na+] (sodium nitrite). Procedure: A solution of 3-(3-fluoro-phenyl)-3-oxo-propionic acid ethyl ester (4.85 mmol) in acetic acid (1.90 mmol) is cooled to 10° C. and a solution of sodium nitrite (5.63 mmol) in water (0.68 mL) is added dropwise. The mixture is allowed to reach RT, stirred for 2 h, poured into water (10 mL) and cooled to 0° C. The precipitate is filtered off and dried by azeotropic removal of water with toluene to give crude 3-(3-fluoro-phenyl)-2-hydroxyimino-3-oxo-propionic acid ethyl ester which is dissolved in a ... The product is C(C)OC(C(C(=O)C1=CC(=CC=C1)F)=NO)=O (3-(3-fluoro-phenyl)-2-hydroxyimino-3-oxo-propionic acid ethyl ester). RXN SMILES: [CH2:1]([O:3][C:4](=[O:15])[CH2:5][C:6]([C:8]1[CH:13]=[CH:12][CH:11]=[C:10]([F:14])[CH:9]=1)=[O:7])[CH3:2].C(O)(=O)C.[N:20]([O-])=[O:21].[Na+]>O>[CH2:1]([O:3][C:4](=[O:15])[C:5](=[N:20][OH:21])[C:6]([C:8]1[CH:13]=[CH:12][CH:11]=[C:10]([F:14])[CH:9]=1)=[O:7])[CH3:2] |f:2.3|. The solvent is O (water), O (water). Run at temperature 0 celsius, time 2 hour. Yields the product ClC1=CC=C(C=2N3C(=NC21)N(CCC3)C=3C=CC(=NC3C)C#N)C(C(F)(F)F)OC(F)F (5-{9-Chloro-6-[1-(difluoromethoxy)-2,2,2-trifluoroethyl]-3,4-dihydropyrimido[1,2-a]benzimidazol-1(2H)-yl}-6-methylpyridine-2-carbonitrile). RXN SMILES: FC(F)(F)S(O[C:7]1[CH:12]=[CH:11][C:10]([N:13]2[C:18]3=[N:19][C:20]4[C:25]([Cl:26])=[CH:24][CH:23]=[C:22]([CH:27]([O:32][CH:33]([F:35])[F:34])[C:28]([F:31])([F:30])[F:29])[C:21]=4[N:17]3[CH2:16][CH2:15][CH2:14]2)=[C:9]([CH3:36])[N:8]=1)(=O)=O.[CH3:39][N:40](C)C=O>O.[C-]#N.[Zn+2].[C-]#N.C1C=CC([P]([Pd]([P](C2C=CC=CC=2)(C2C=CC=CC=2)C2C=CC=CC=2)([P](C2C=CC=CC=2)(C2C=CC=CC=2)C2C=CC=CC=2)[P](C2C=CC=CC=2)(C2C=CC=CC=2)C2C=CC=CC=2)(C2C=CC=CC=2)C2C=CC=CC=2)=CC=1>[Cl:26][C:25]1[C:20]2[N:19]=[C:18]3[N:13]([C:10]4[CH:11]=[CH:12][C:7]([C:39]#[N:40])=[N:8][C:9]=4[CH3:36])[CH2:14][CH2:15][CH2:16][N:17]3[C:21]=2[C:22]([CH:27]([O:32][CH:33]([F:34])[F:35])[C:28]([F:30])([F:29])[F:31])=[CH:23][CH:24]=1 |f:3.4.5,^1:53,55,74,93|. Procedure details: Under nitrogen atmosphere, to a solution of 5-{9-chloro-6-[1-(difluoromethoxy)-2,2,2-trifluoroethyl]-3,4-dihydropyrimido[1,2-a]benzimidazol-1(2H)-yl}-6-methylpyridin-2-yl trifluoromethanesulfonate (209.5 mg, 0.352 mmol), zinc cyanide (62.0 mg, 0.528 mmol), tetrakis(triphenylphosphine)palladium(0) (40.7 mg, 0.0352 mmol) and N,N-dimethylformamide (1.5 mL) was stirred at 100° C. for 2 hrs. The reaction mixture was diluted with water and extracted with ethyl acetate (×3). The combined organic layer ... Yield: 82.0%. Solvent: O (water). Reactants: FC(S(=O)(=O)OC1=NC(=C(C=C1)N1CCCN2C1=NC1=C2C(=CC=C1Cl)C(C(F)(F)F)OC(F)F)C)(F)F (5-{9-chloro-6-[1-(difluoromethoxy)-2,2,2-trifluoroethyl]-3,4-dihydropyrimido[1,2-a]benzimidazol-1(2H)-yl}-6-methylpyridin-2-yl trifluoromethanesulfonate), CN(C=O)C (N,N-dimethylformamide). Reagents/catalysts: [C-]#N.[Zn+2].[C-]#N (zinc cyanide), C=1C=CC(=CC1)[P](C=2C=CC=CC2)(C=3C=CC=CC3)[Pd]([P](C=4C=CC=CC4)(C=5C=CC=CC5)C=6C=CC=CC6)([P](C=7C=CC=CC7)(C=8C=CC=CC8)C=9C=CC=CC9)[P](C=1C=CC=CC1)(C=1C=CC=CC1)C=1C=CC=CC1 (tetrakis(triphenylphosphine)palladium(0)). Reactants: BrC=1C=C(C=CC1)O (3-Bromophenol), N1=CC=CC=C1 (pyridine), Cl[Si](C)(C)C (Chlorotrimethylsilane). Solvent: C1(=CC=CC=C1)C (toluene). Conditions: time 8 hour. The product is C[Si](C)(C)OC1=CC(=CC=C1)Br (3-bromophenyl Trimethylsilyl ether). Reaction SMILES: [Br:1][C:2]1[CH:3]=[C:4]([OH:8])[CH:5]=[CH:6][CH:7]=1.N1C=CC=CC=1.Cl[Si:16]([CH3:19])([CH3:18])[CH3:17]>C1(C)C=CC=CC=1>[CH3:17][Si:16]([O:8][C:4]1[CH:5]=[CH:6][CH:7]=[C:2]([Br:1])[CH:3]=1)([CH3:19])[CH3:18]. Procedure: 3-Bromophenol (17.3 g, 0.100 mol) and 9 ml of pyridine together with 100 ml of toluene were placed in a 3-necked 250 ml round-bottomed flask equipped with a reflux condensor, an addition funnel and thermometer/adaptor. Chlorotrimethylsilane (12.8 g, 15 ml, 0.12 mol) was added dropwise to the vigorously stirred solution. The resultant white reaction mixture was subsequently refluxed for 4 hrs and then stirred at room temperature overnight. The white precipitate was removed by filtration and the c...